From a dataset of the Open Reaction Database (ORD), a public repository of structured organic reaction records. describe an organic reaction: reactants, conditions, products, and yield The reactants are COS(OC)(=O)=O (dimethylsulfuric acid), C(C)(=O)NC1=CC=CC=2C(C3=CC=CC=C3C(C12)=O)=O (1-acetylaminoanthraquinone), C=1(C(=CC=CC1)C)C (xylene), [OH-].[K+] (potassium hydroxide). The reagents and catalysts are [Cl-].C(CCC)[N+](CCCC)(CCCC)CCCC (tetra-n-butyl ammonium chloride). Run in O (water). Reaction conditions: temperature 50 celsius, time 1 hour. Product: C(C)(=O)N(C1=CC=CC=2C(C3=CC=CC=C3C(C12)=O)=O)C (N-acetyl-1-methylaminoanthraquinone). Isolated yield 99.3%. RXN SMILES: [C:1]([NH:4][C:5]1[C:18]2[C:17](=[O:19])[C:16]3[C:11](=[CH:12][CH:13]=[CH:14][CH:15]=3)[C:10](=[O:20])[C:9]=2[CH:8]=[CH:7][CH:6]=1)(=[O:3])[CH3:2].[C:21]1(C)C(C)=CC=CC=1.[OH-].[K+].COS(=O)(=O)OC>[Cl-].C([N+](CCCC)(CCCC)CCCC)CCC.O>[C:1]([N:4]([CH3:21])[C:5]1[C:18]2[C:17](=[O:19])[C:16]3[C:11](=[CH:12][CH:13]=[CH:14][CH:15]=3)[C:10](=[O:20])[C:9]=2[CH:8]=[CH:7][CH:6]=1)(=[O:3])[CH3:2] |f:2.3,5.6|. Procedure details: A mixture of 1-acetylaminoanthraquinone (purity 99.9%, 26.5 g), xylene (500 g), tetra-n-butyl ammonium chloride (0.6 g) and 96% potassium hydroxide (12.0 g) was stirred for 1 hour while being maintained at 50° C. Then, dimethylsulfuric acid (25.2 g) was dropped at 50° C. over 2 hours. The mixture was stirred at 50° C. for 30 minutes, 60° C. for 2 hours and 70° C. for 4 hours, successively. After water (250 g) was added, the solution was stirred for 1 hour, while being maintained at 50° C. Then, ... Starting materials: CCN=C=NCCCN(C)C, CN(C)c1ccncc1, CC1=C(C(=O)[O-])C(c2cccc(Cl)c2)C(C(=O)OCCC#N)=C(C)N1, ClCCl, Cl, O, OCCCOc1ccccc1. Yields the product CC1=C(C(=O)OCCC#N)C(c2cccc(Cl)c2)C(C(=O)OCCCOc2ccccc2)=C(C)N1. RXN SMILES: [CH3:38][N:39]([CH3:40])[CH2:41][CH2:42][CH2:43][N:44]=[C:45]=[N:46][CH2:47][CH3:48].[CH3:50][N:51]([CH3:52])[c:53]1[cH:54][cH:55][n:56][cH:57][cH:58]1.[Cl:1][c:2]1[cH:3][c:4]([CH:8]2[C:9]([C:19](=[O:20])[O:21][CH2:22][CH2:23][C:24]#[N:25])=[C:10]([CH3:18])[NH:11][C:12]([CH3:17])=[C:13]2[C:14](=[O:15])[O-:16])[cH:5][cH:6][cH:7]1.[Cl:59][CH2:60][Cl:61].[ClH:37].[OH2:49].[c:26]1([O:32][CH2:33][CH2:34][CH2:35][OH:36])[cH:27][cH:28][cH:29][cH:30][cH:31]1>>[Cl:1][c:2]1[cH:3][c:4]([CH:8]2[C:9]([C:19](=[O:20])[O:21][CH2:22][CH2:23][C:24]#[N:25])=[C:10]([CH3:18])[NH:11][C:12]([CH3:17])=[C:13]2[C:14](=[O:15])[O:16][CH2:35][CH2:34][CH2:33][O:32][c:26]2[cH:27][cH:28][cH:29][cH:30][cH:31]2)[cH:5][cH:6][cH:7]1.